The task is: describe an organic reaction: reactants, conditions, products, and yield. This data is from the Open Reaction Database (ORD), a public repository of structured organic reaction records. Procedure details: Pd(OAc)2 (0.031 g, 0.14 mmol), DPPF (0.066 g, 0.12 mmol), and NaOtBu (0.059 g, 0.62 mmol) were added to a mixture of 2-(5-bromopyridin-3-yl)-3-(4-chlorophenyl)quinazolin-4(3H)-one (0.200 g, 0.48 mmol) and Et2NH (0.07 mL) in toluene (2 mL). The reaction mixture was microwaved at 90° C. and 300 W (max. power) with cooling for 3 hours, before concentration in vacuo. Purification by flash chromatography on silica gel, eluting with 35% to 90% EtOAc in heptane, plus further purification by reverse-pha... Reactants: CC(C)(C)[O-].[Na+] (NaOtBu), BrC=1C=C(C=NC1)C1=NC2=CC=CC=C2C(N1C1=CC=C(C=C1)Cl)=O (2-(5-bromopyridin-3-yl)-3-(4-chlorophenyl)quinazolin-4(3H)-one), N(CC)CC (Et2NH). Reagents/catalysts: CC(=O)[O-].CC(=O)[O-].[Pd+2] (Pd(OAc)2), C1=CC=C(C=C1)P([C-]2C=CC=C2)C3=CC=CC=C3.C1=CC=C(C=C1)P([C-]2C=CC=C2)C3=CC=CC=C3.[Fe+2] (DPPF). Run in C1(=CC=CC=C1)C (toluene). RXN SMILES: CC([O-])(C)C.[Na+].Br[C:8]1[CH:9]=[C:10]([C:14]2[N:23]([C:24]3[CH:29]=[CH:28][C:27]([Cl:30])=[CH:26][CH:25]=3)[C:22](=[O:31])[C:21]3[C:16](=[CH:17][CH:18]=[CH:19][CH:20]=3)[N:15]=2)[CH:11]=[N:12][CH:13]=1.[NH:32]([CH2:35][CH3:36])[CH2:33][CH3:34]>C1(C)C=CC=CC=1.CC([O-])=O.CC([O-])=O.[Pd+2].C1C=CC(P(C2C=CC=CC=2)[C-]2C=CC=C2)=CC=1.C1C=CC(P(C2C=CC=CC=2)[C-]2C=CC=C2)=CC=1.[Fe+2]>[Cl:30][C:27]1[CH:28]=[CH:29][C:24]([N:23]2[C:22](=[O:31])[C:21]3[C:16](=[CH:17][CH:18]=[CH:19][CH:20]=3)[N:15]=[C:14]2[C:10]2[CH:11]=[N:12][CH:13]=[C:8]([N:32]([CH2:35][CH3:36])[CH2:33][CH3:34])[CH:9]=2)=[CH:25][CH:26]=1 |f:0.1,5.6.7,8.9.10|. Yields the product ClC1=CC=C(C=C1)N1C(=NC2=CC=CC=C2C1=O)C=1C=NC=C(C1)N(CC)CC (3-(4-chlorophenyl)-2-(5-(diethylamino)pyridin-3-yl)quinazolin-4(3H)-one). Yield: 10.0%. Starting materials: C1CCOC1, CS(=O)(=O)Cl, CC1(C(=O)Nc2cccc(NS(=O)(=O)c3ccc(-c4noc(-c5cccc(N)n5)n4)cc3)c2)CC1, c1ccncc1. Yields the product CC1(C(=O)Nc2cccc(NS(=O)(=O)c3ccc(-c4noc(-c5cccc(NS(C)(=O)=O)n5)n4)cc3)c2)CC1. Reaction SMILES: [CH2:47]1[O:48][CH2:49][CH2:50][CH2:51]1.[CH3:42][S:43]([Cl:44])(=[O:45])=[O:46].[NH2:1][c:2]1[cH:3][cH:4][cH:5][c:6](-[c:8]2[n:9][c:10](-[c:13]3[cH:14][cH:15][c:16]([S:19](=[O:20])(=[O:21])[NH:22][c:23]4[cH:24][c:25]([NH:29][C:30](=[O:31])[C:32]5([CH3:35])[CH2:33][CH2:34]5)[cH:26][cH:27][cH:28]4)[cH:17][cH:18]3)[n:11][o:12]2)[n:7]1.[cH:36]1[cH:37][cH:38][n:39][cH:40][cH:41]1>>[NH:1]([c:2]1[cH:3][cH:4][cH:5][c:6](-[c:8]2[n:9][c:10](-[c:13]3[cH:14][cH:15][c:16]([S:19](=[O:20])(=[O:21])[NH:22][c:23]4[cH:24][c:25]([NH:29][C:30](=[O:31])[C:32]5([CH3:35])[CH2:33][CH2:34]5)[cH:26][cH:27][cH:28]4)[cH:17][cH:18]3)[n:11][o:12]2)[n:7]1)[S:43]([CH3:42])(=[O:45])=[O:46]. Reactants: ice, ClC=1C=C(CNC=2C3=CC=CC=C3N=C3CCCC(C23)=O)C=CC1 (9-(3-chlorobenzylamino)-3,4-dihydroacridin-1(2H)-one), solution, [H-].[Al+3].[Li+].[H-].[H-].[H-] (lithium aluminum hydride). Solvent: O1CCCC1 (tetrahydrofuran), C1CCOC1 (THF). Reaction conditions: time 45 minute. The product is ClC=1C=C(CNC=2C3=CC=CC=C3N=C3CCCC(C23)O)C=CC1 (9-(3-Chlorobenzylamino)-1,2,3,4-tetrahydroacridin-1-ol). RXN SMILES: [Cl:1][C:2]1[CH:3]=[C:4]([CH:22]=[CH:23][CH:24]=1)[CH2:5][NH:6][C:7]1[C:8]2[C:13]([N:14]=[C:15]3[C:20]=1[C:19](=[O:21])[CH2:18][CH2:17][CH2:16]3)=[CH:12][CH:11]=[CH:10][CH:9]=2.[H-].[Al+3].[Li+].[H-].[H-].[H-]>O1CCCC1>[Cl:1][C:2]1[CH:3]=[C:4]([CH:22]=[CH:23][CH:24]=1)[CH2:5][NH:6][C:7]1[C:8]2[C:13]([N:14]=[C:15]3[C:20]=1[CH:19]([OH:21])[CH2:18][CH2:17][CH2:16]3)=[CH:12][CH:11]=[CH:10][CH:9]=2 |f:1.2.3.4.5.6|. Reported procedure: To a ice cooled suspension of 9-(3-chlorobenzylamino)-3,4-dihydroacridin-1(2H)-one (3.6 g) in 75 ml of tetrahydrofuran was added a 1M solution of lithium aluminum hydride in THF (6 ml). This was stirred at ice bath temperature for 45 minutes. Reactants: C1(=CC=CC=C1)S(=O)(=O)C1=CC=C(C=O)C=C1 (4-phenylsulfonylbenzaldehyde), C1(CC(CCC1)=O)=O (1,3-cyclohexanedione), C(C)(=O)[O-].[NH4+] (ammonium acetate). As a reaction SMILES: [C:1]1([S:7]([C:10]2[CH:17]=[CH:16][C:13]([CH:14]=O)=[CH:12][CH:11]=2)(=[O:9])=[O:8])[CH:6]=[CH:5][CH:4]=[CH:3][CH:2]=1.[C:18]1(=[O:25])[CH2:23][CH2:22][CH2:21][C:20](=O)[CH2:19]1.[C:26]([O-:29])(=O)[CH3:27].[NH4+:30]>C(O)C>[C:1]1([S:7]([C:10]2[CH:17]=[CH:16][C:13]([CH:14]3[C:19]4[C:18](=[O:25])[CH2:23][CH2:22][CH2:21][C:20]=4[NH:30][C:1]4[CH2:2][CH2:3][CH2:27][C:26](=[O:29])[C:6]3=4)=[CH:12][CH:11]=2)(=[O:9])=[O:8])[CH:6]=[CH:5][CH:4]=[CH:3][CH:2]=1 |f:2.3|. Product: C1(=CC=CC=C1)S(=O)(=O)C1=CC=C(C=C1)C1C=2C(CCCC2NC=2CCCC(C12)=O)=O (9-(4-Phenylsulfonylphenyl)-3,4,6,7,9,10-hexahydro-1,8-(2H,5H)acridinedione), hemihydrate. Procedure: A stirred mixture of 4-phenylsulfonylbenzaldehyde (1.23 g), 1,3-cyclohexanedione (1.12 g), ammonium acetate (0.58 g) and ethanol (10 mL) was refluxed for 4 hours. The mixture was cooled and the light yellow crystals were collected, washed with water and dried in vacuo. A second crop obtained, by treatment of the liquors with water, was added to the dried solid and the total material was chromatographed with ether:methylene chloride as the eluent (20:80) followed by methanol:dichloromethane (10:9... Run in C(C)O (ethanol). Starting materials: CO, COc1ccc(-c2c(Cl)nc3ncnn3c2NC2CCCC2)cc1, [Na+], [OH-], [Pd]. The product is COc1ccc(-c2cnc3ncnn3c2NC2CCCC2)cc1. RXN SMILES: [CH3:25][OH:26].[Cl:1][c:2]1[n:3][c:4]2[n:5]([c:6]([NH:16][CH:17]3[CH2:18][CH2:19][CH2:20][CH2:21]3)[c:7]1-[c:8]1[cH:9][cH:10][c:11]([O:14][CH3:15])[cH:12][cH:13]1)[n:22][cH:23][n:24]2.[Na+:28].[OH-:27].[Pd:29]>>[cH:2]1[n:3][c:4]2[n:5]([c:6]([NH:16][CH:17]3[CH2:18][CH2:19][CH2:20][CH2:21]3)[c:7]1-[c:8]1[cH:9][cH:10][c:11]([O:14][CH3:15])[cH:12][cH:13]1)[n:22][cH:23][n:24]2. Starting materials: FC(S(=O)(=O)OC1=CC=C2OC=3C=CC(=CC3[C@]3(C2=C1)N=C(OC3)N)N3CC(OCC3)(C)C)(F)F ((R)-2-amino-2′-(2,2-dimethylmorpholino)-5H-spiro[oxazole-4,9′-xanthene]-7′-yl trifluoromethanesulfonate), FC1=NC=CC=C1B(O)O (2-fluoropyridin-3-ylboronic acid), CN(C)C=O (DMF), C([O-])([O-])=O.[Na+].[Na+] (sodium carbonate). Reagents/catalysts: C=1C=CC(=CC1)[P](C=2C=CC=CC2)(C=3C=CC=CC3)[Pd]([P](C=4C=CC=CC4)(C=5C=CC=CC5)C=6C=CC=CC6)([P](C=7C=CC=CC7)(C=8C=CC=CC8)C=9C=CC=CC9)[P](C=1C=CC=CC1)(C=1C=CC=CC1)C=1C=CC=CC1 (tetrakis(triphenylphosphine)palladium(0)). Solvent: O (water). Run at temperature 85 celsius, time 2 hour. Product: CC1(OCCN(C1)C1=CC=2[C@]3(C4=CC(=CC=C4OC2C=C1)C=1C(=NC=CC1)F)N=C(OC3)N)C ((S)-2′-(2,2-dimethylmorpholino)-7′-(2-fluoropyridin-3-yl)-5H-spiro[oxazole-4,9′-xanthen]-2-amine). Reaction SMILES: FC(F)(F)S(O[C:7]1[CH:20]=[C:19]2[C:10]([O:11][C:12]3[CH:13]=[CH:14][C:15]([N:26]4[CH2:31][CH2:30][O:29][C:28]([CH3:33])([CH3:32])[CH2:27]4)=[CH:16][C:17]=3[C@@:18]32[CH2:24][O:23][C:22]([NH2:25])=[N:21]3)=[CH:9][CH:8]=1)(=O)=O.[F:36][C:37]1[C:42](B(O)O)=[CH:41][CH:40]=[CH:39][N:38]=1.CN(C=O)C.C(=O)([O-])[O-].[Na+].[Na+]>O.C1C=CC([P]([Pd]([P](C2C=CC=CC=2)(C2C=CC=CC=2)C2C=CC=CC=2)([P](C2C=CC=CC=2)(C2C=CC=CC=2)C2C=CC=CC=2)[P](C2C=CC=CC=2)(C2C=CC=CC=2)C2C=CC=CC=2)(C2C=CC=CC=2)C2C=CC=CC=2)=CC=1>[CH3:32][C:28]1([CH3:33])[CH2:27][N:26]([C:15]2[CH:14]=[CH:13][C:12]3[O:11][C:10]4[C:19](=[CH:20][C:7]([C:42]5[C:37]([F:36])=[N:38][CH:39]=[CH:40][CH:41]=5)=[CH:8][CH:9]=4)[C@@:18]4([CH2:24][O:23][C:22]([NH2:25])=[N:21]4)[C:17]=3[CH:16]=2)[CH2:31][CH2:30][O:29]1 |f:3.4.5,^1:61,63,82,101|. Procedure: A 25 mL RB flask was charged with (R)-2-amino-2′-(2,2-dimethylmorpholino)-5H-spiro[oxazole-4,9′-xanthene]-7′-yl trifluoromethanesulfonate (270 mg, 0.526 mmol), tetrakis(triphenylphosphine)palladium(0) (60.8 mg, 0.053 mmol), 2-fluoropyridin-3-ylboronic acid (119 mg, 0.841 mmol), DMF (2629 μL) and sodium carbonate (2M solution) (789 μL, 1.577 mmol). The mixture was stirred under argon for 2 hrs at 85° C. The mixture was diluted with water (2 ml) and extracted with 10 ml of EtOAc. Organic layer was...